Dataset: the Open Reaction Database (ORD), a public repository of structured organic reaction records. Task: describe an organic reaction: reactants, conditions, products, and yield The reactants are CI (methyl iodide), C(CC(=O)C)(=O)OCC (ethyl acetoacetate), C(=S)=S (carbon disulfide), [H-].[Na+] (sodium hydride), CS(=O)C (dimethylsulfoxide), CS(=O)C (dimethylsulfoxide). Run in O (water). Yields the product CSC(=C(C(=O)OCC)C(C)=O)SC (Ethyl 3.3-bismethylthio-2-acetylacrylate). As a reaction SMILES: [C:1]([O:7][CH2:8][CH3:9])(=[O:6])[CH2:2][C:3]([CH3:5])=[O:4].[C:10](=S)=[S:11].[H-].[Na+].CI.[CH3:17][S:18]([CH3:20])=O>O>[CH3:17][S:18][C:20]([S:11][CH3:10])=[C:2]([C:3](=[O:4])[CH3:5])[C:1]([O:7][CH2:8][CH3:9])=[O:6] |f:2.3|. Procedure details: A solution of 6.50 g (50.0 mmol) of ethyl acetoacetate and 4.18 g (3.30 mL, 55.0 mmol) of carbon disulfide in 60 mL of dry dimethylsulfoxide in a flame-dried 300 mL flask was treated portionwise at 16-18° C. with 2.64 g (110 mmol) of oil-free sodium hydride. An additional 100 mL of dimethylsulfoxide was eventually added to facilitate stirring. After the addition was complete, the deep red solution was stirred for 75 minutes and then was quenched with 15.62 g (6.85 mL, 110 mmol) of methyl iodide.... Reactants: N1(CCCC1)CC1NCCC2=C(C=CC=C12)O (1-(pyrrolidin-1-yl) methyl-5-hydroxy-1,2,3,4-tetrahydroisoquinoline), S1C(=CC=C1)C(=O)Cl (2-thiophene carbonyl chloride). As a reaction SMILES: [N:1]1([CH2:6][CH:7]2[C:16]3[C:11](=[C:12]([OH:17])[CH:13]=[CH:14][CH:15]=3)[CH2:10][CH2:9][NH:8]2)[CH2:5][CH2:4][CH2:3][CH2:2]1.[S:18]1[CH:22]=[CH:21][CH:20]=[C:19]1[C:23](Cl)=[O:24]>C(Cl)(Cl)Cl>[N:1]1([CH2:6][CH:7]2[C:16]3[C:11](=[C:12]([OH:17])[CH:13]=[CH:14][CH:15]=3)[CH2:10][CH2:9][N:8]2[C:23]([C:19]2[S:18][CH:22]=[CH:21][CH:20]=2)=[O:24])[CH2:5][CH2:4][CH2:3][CH2:2]1. Yields the product N1(CCCC1)CC1N(CCC2=C(C=CC=C12)O)C(=O)C=1SC=CC1 (1-(pyrrolidin-1-yl) methyl-2-(2-thiophencarbonyl)-5-hydroxy-1,2,3,4-tetrahydroisoquinoline). Procedure: Prepared as Ex. N° 55, from 0.88 g (3.78 mmoles) of 1-(pyrrolidin-1-yl) methyl-5-hydroxy-1,2,3,4-tetrahydroisoquinoline and 0.83 g (5.66 mmoles) of 2-thiophene carbonyl chloride in 60 ml of dry chloroform, at -10° C. Run in C(Cl)(Cl)Cl (chloroform).